Dataset: the Open Reaction Database (ORD), a public repository of structured organic reaction records. Task: describe an organic reaction: reactants, conditions, products, and yield Starting materials: C1(CC1)N=C1[C@]2(C)[C@@H](CC1)[C@@H]1CC=C3C([C@H](CC[C@]3(C)[C@H]1CC2)OC2OCCCC2)(F)F (17-(cyclopropylimino)-4,4-difluoro-3β-(2-tetrahydropyranyloxy)androst-5-ene), [BH4-].[Na+] (sodium borohydride). Run in C(C)O (ethanol). Conditions: time 3 hour. Product: C1(CC1)N[C@@H]1[C@]2(C)[C@@H](CC1)[C@@H]1CC=C3C([C@H](CC[C@]3(C)[C@H]1CC2)OC2OCCCC2)(F)F (17β-(cyclopropylamino)-4,4-difluoro-3β-(2-tetrahydropyranyloxy)androst-5-ene). As a reaction SMILES: [CH:1]1([N:4]=[C:5]2[CH2:10][CH2:9][C@H:8]3[C@H:11]4[C@H:21]([CH2:22][CH2:23][C@:6]23[CH3:7])[C@:19]2([CH3:20])[C:14]([C:15]([F:32])([F:31])[C@@H:16]([O:24][CH:25]3[CH2:30][CH2:29][CH2:28][CH2:27][O:26]3)[CH2:17][CH2:18]2)=[CH:13][CH2:12]4)[CH2:3][CH2:2]1.[BH4-].[Na+]>C(O)C>[CH:1]1([NH:4][C@H:5]2[CH2:10][CH2:9][C@H:8]3[C@H:11]4[C@H:21]([CH2:22][CH2:23][C@:6]23[CH3:7])[C@:19]2([CH3:20])[C:14]([C:15]([F:32])([F:31])[C@@H:16]([O:24][CH:25]3[CH2:30][CH2:29][CH2:28][CH2:27][O:26]3)[CH2:17][CH2:18]2)=[CH:13][CH2:12]4)[CH2:3][CH2:2]1 |f:1.2|. Reported procedure: To a solution of 9.1 g of 17-(cyclopropylimino)-4,4-difluoro-3β-(2-tetrahydropyranyloxy)androst-5-ene in 200 ml of dry ethanol is added 2 g of sodium borohydride. The reaction mixture is stirred at room temperature for 3 hours and then 100 ml of solvent is removed from the mixture under reduced pressure. The reaction mixture is then quenched with dilute acetic acid, diluted with 600 ml of water, and the pH is adjusted to 14 by the addition of sodium hydroxide. The aqueous mixture is extracted 3 ... Reactants: ClC1=CC=C(CNC(=O)C=2C(C3=C(N(C2)C)C(=C(S3)CCl)C)=O)C=C1 (N-(4-chlorobenzyl)-2-(chloromethyl)-3,4-dimethyl-7-oxo-4,7-dihydrothieno[3,2-b]pyridine-6-carboxamide), COC1=C(C(=CC=C1)OC)C(CNC)O (1-(2,6-dimethoxyphenyl)-2-(methylamino)ethanol), C(C)(C)N(CC)C(C)C (diisopropylethylamine). The solvent is CN(C)C=O (DMF), O (water). Run at temperature 60 celsius, time 7 hour. Product: ClC1=CC=C(CNC(=O)C=2C(C3=C(N(C2)C)C(=C(S3)CN(C)CC(O)C3=C(C=CC=C3OC)OC)C)=O)C=C1 (N-(4-chlorobenzyl)-2-{[[2-(2,6-dimethoxyphenyl)-2-hydroxyethyl](methyl)amino]methyl}-3,4-dimethyl-7-oxo-4,7-dihydrothieno[3,2-b]pyridine-6-carboxamide). Yield: 52.6%. RXN SMILES: [Cl:1][C:2]1[CH:25]=[CH:24][C:5]([CH2:6][NH:7][C:8]([C:10]2[C:11](=[O:23])[C:12]3[S:19][C:18]([CH2:20]Cl)=[C:17]([CH3:22])[C:13]=3[N:14]([CH3:16])[CH:15]=2)=[O:9])=[CH:4][CH:3]=1.[CH3:26][O:27][C:28]1[CH:33]=[CH:32][CH:31]=[C:30]([O:34][CH3:35])[C:29]=1[CH:36]([OH:40])[CH2:37][NH:38][CH3:39].C(N(C(C)C)CC)(C)C>CN(C=O)C.O>[Cl:1][C:2]1[CH:25]=[CH:24][C:5]([CH2:6][NH:7][C:8]([C:10]2[C:11](=[O:23])[C:12]3[S:19][C:18]([CH2:20][N:38]([CH2:37][CH:36]([C:29]4[C:30]([O:34][CH3:35])=[CH:31][CH:32]=[CH:33][C:28]=4[O:27][CH3:26])[OH:40])[CH3:39])=[C:17]([CH3:22])[C:13]=3[N:14]([CH3:16])[CH:15]=2)=[O:9])=[CH:4][CH:3]=1. Procedure: A mixture of N-(4-chlorobenzyl)-2-(chloromethyl)-3,4-dimethyl-7-oxo-4,7-dihydrothieno[3,2-b]pyridine-6-carboxamide (50 mg, 0.13 mmol), 1-(2,6-dimethoxyphenyl)-2-(methylamino)ethanol (PNU-149291, Arch. Intern. Pharmacodyn. 1965, 154, 26-39) (42 mg, 0.20 mmol) and diisopropylethylamine (34 μL, 0.20 mmol) in dry DMF (2.7 mL) was heated to 60° C., becoming a solution. The reaction was stirred for 7 hours at that temperature. After cooling to room temperature, the solution was diluted with water (7 m... The reactants are N[C@@H]1[C@@H](CN(CC1)CC1CN2C=3C1=C(C=NC3C=CC2=O)F)F (4-{[cis-4-amino-3-fluoro-1-piperidinyl]methyl}-3-fluoro-4,5-dihydro-7H-pyrrolo[3,2,1-de]-1,5-naphthyridin-7-one), O=C1NC2=C(OC1)C=CC(=N2)C=O (3-oxo-3,4-dihydro-2H-pyrido[3,2-b][1,4]oxazine-6-carboxaldehyde), ClCCl.CO (dichloromethane methanol). Product: Cl.FC=1C=NC=2C=CC(N3C2C1C(C3)CN3C[C@H]([C@H](CC3)NCC=3C=CC=1OCC(NC1N3)=O)F)=O (3-fluoro-4-[(cis-3-fluoro-4-{[(3-oxo-3,4-dihydro-2H-pyrido[3,2-b][1,4]oxazin-6-yl)methyl]amino}-1-piperidinyl)methyl]-4,5-dihydro-7H-pyrrolo[3,2,1-de]-1,5-naphthyridin-7-one Hydrochloride). Yield: 88.0%. RXN SMILES: [NH2:1][C@H:2]1[CH2:7][CH2:6][N:5]([CH2:8][CH:9]2[C:13]3=[C:14]([F:22])[CH:15]=[N:16][C:17]4[CH:18]=[CH:19][C:20](=[O:21])[N:11]([C:12]=43)[CH2:10]2)[CH2:4][C@H:3]1[F:23].[O:24]=[C:25]1[CH2:30][O:29][C:28]2[CH:31]=[CH:32][C:33]([CH:35]=O)=[N:34][C:27]=2[NH:26]1.[Cl:37]CCl.CO>>[ClH:37].[F:22][C:14]1[CH:15]=[N:16][C:17]2[CH:18]=[CH:19][C:20](=[O:21])[N:11]3[CH2:10][CH:9]([CH2:8][N:5]4[CH2:6][CH2:7][C@H:2]([NH:1][CH2:35][C:33]5[CH:32]=[CH:31][C:28]6[O:29][CH2:30][C:25](=[O:24])[NH:26][C:27]=6[N:34]=5)[C@H:3]([F:23])[CH2:4]4)[C:13]=1[C:12]=23 |f:2.3,4.5|. Reported procedure: The free base of the title compound was synthesised from 4-{[cis-4-amino-3-fluoro-1-piperidinyl]methyl}-3-fluoro-4,5-dihydro-7H-pyrrolo[3,2,1-de]-1,5-naphthyridin-7-one and 3-oxo-3,4-dihydro-2H-pyrido[3,2-b][1,4]oxazine-6-carboxaldehyde (for a synthesis see WO2003087098, Example 31(e)), according to the general method of Example 2(h), chromatographing with dichloromethane/methanol/0.88 ammonia 95:5:0.5, in 88% yield.